From a dataset of the Open Reaction Database (ORD), a public repository of structured organic reaction records. describe an organic reaction: reactants, conditions, products, and yield The reactants are BrC1=C(C=NC=C1)CO ((4-bromo-pyridin-3-yl)-methanol), C(#N)C=1C=C(C=CC1)B(O)O (3-cyanophenylboronic acid), tetrakis(triphenylphousphine)-palladium(0), C(=O)([O-])[O-].[Na+].[Na+] (Na2CO3). Solvent: C1(=CC=CC=C1)C (toluene). Yields the product OCC=1C=NC=CC1C=1C=C(C#N)C=CC1 (3-(3-Hydroxymethyl-pyridin-4-yl)-benzonitrile). Reaction SMILES: Br[C:2]1[CH:7]=[CH:6][N:5]=[CH:4][C:3]=1[CH2:8][OH:9].[C:10]([C:12]1[CH:13]=[C:14](B(O)O)[CH:15]=[CH:16][CH:17]=1)#[N:11].C([O-])([O-])=O.[Na+].[Na+]>C1(C)C=CC=CC=1>[OH:9][CH2:8][C:3]1[CH:4]=[N:5][CH:6]=[CH:7][C:2]=1[C:16]1[CH:17]=[C:12]([CH:13]=[CH:14][CH:15]=1)[C:10]#[N:11] |f:2.3.4|. Procedure: To a flask charged with (4-bromo-pyridin-3-yl)-methanol (90 mg, 0.48 mmol), 3-cyanophenylboronic acid (84.4 mg, 0.57 mmol) and tetrakis(triphenylphousphine)-palladium(0) (28 mg) was added 2 M Na2CO3 (2 mL) and toluene (3 mL). The reaction mixture was refluxed overnight and then extracted with ethyl acetate. The organic layer was dried over sodium sulfate and purified by column chromatography to yield 3-(3-Hydroxymethyl-pyridin-4-yl)-benzonitrile as a white solid. Starting materials: C(C)OC([C@@H](N)CCCCNC(CCCCCCCCCCC)=O)=O (Nε-Lauroyl-L-lysine ethyl ester), C(CCCCCCCCC)C1C(=O)OC(C1)=O (n-decyl succinic anhydride). Solvent: ClCCl (dichloromethane). Conditions: time 24 hour. The product is C(C)OC([C@@H](NC(CC(CCCCCCCCCC)C(=O)O)=O)CCCCNC(CCCCCCCCCCC)=O)=O (Nε-lauroyl-Nα-(3-carboxytridecanoyl)-L-lysine ethyl ester). Isolated yield 85.9%. As a reaction SMILES: [CH2:1]([O:3][C:4](=[O:25])[C@H:5]([CH2:7][CH2:8][CH2:9][CH2:10][NH:11][C:12](=[O:24])[CH2:13][CH2:14][CH2:15][CH2:16][CH2:17][CH2:18][CH2:19][CH2:20][CH2:21][CH2:22][CH3:23])[NH2:6])[CH3:2].[CH2:26]([CH:36]1[CH2:41][C:40](=[O:42])[O:39][C:37]1=[O:38])[CH2:27][CH2:28][CH2:29][CH2:30][CH2:31][CH2:32][CH2:33][CH2:34][CH3:35]>ClCCl>[CH2:1]([O:3][C:4](=[O:25])[C@H:5]([CH2:7][CH2:8][CH2:9][CH2:10][NH:11][C:12](=[O:24])[CH2:13][CH2:14][CH2:15][CH2:16][CH2:17][CH2:18][CH2:19][CH2:20][CH2:21][CH2:22][CH3:23])[NH:6][C:40](=[O:42])[CH2:41][CH:36]([C:37]([OH:39])=[O:38])[CH2:26][CH2:27][CH2:28][CH2:29][CH2:30][CH2:31][CH2:32][CH2:33][CH2:34][CH3:35])[CH3:2]. Procedure: Nε-Lauroyl-L-lysine ethyl ester (29.9 g) was dissolved in dehydrated dichloromethane (650 ml), n-decyl succinic anhydride (21.2 g) was added, and the mixture was stirred at room temperature for 24 hr. The obtained white turbid solution was heated and cooled in a freezer to give crystals. The mixture was filtered, dried, and recrystallized to give Nε-lauroyl-Nα-(3-carboxytridecanoyl)-L-lysine ethyl ester (43 g, yield 85%). 4 g thereof was dissolved in distilled ethanol (100 ml), and 4M aqueous Na... Reactants: C1(=CC=CC=C1)N1C(C(=C(C=C1)CCCCCCC=1N=NNC1)O)=O (1-Phenyltriazolylhexyl-3-hydroxypyridine-2-one), P12(=S)SP3(=S)SP(=S)(S1)SP(=S)(S2)S3 (P4S10), C1(=CC=CC=C1)N1C(C(=C(C=C1)CCCC=1N=NNC1)O)=S (1-Phenyltriazolylpropyl-3-hydroxypyridine-2-thione). Yields the product C1(=CC=CC=C1)N1C(C(=C(C=C1)CCCCCCC=1N=NNC1)O)=S (1-Phenyltriazolylhexyl-3-hydroxypyridine-2-thione). Yield: 84.8%. Reaction SMILES: [C:1]1([N:7]2[CH:12]=[CH:11][C:10]([CH2:13][CH2:14][CH2:15][CH2:16][CH2:17][CH2:18][C:19]3[N:20]=[N:21][NH:22][CH:23]=3)=[C:9]([OH:24])[C:8]2=O)[CH:6]=[CH:5][CH:4]=[CH:3][CH:2]=1.P12(SP3(SP(SP(S3)(S1)=S)(=S)S2)=S)=[S:27].C1(N2C=CC(CCCC3N=NNC=3)=C(O)C2=S)C=CC=CC=1>>[C:1]1([N:7]2[CH:12]=[CH:11][C:10]([CH2:13][CH2:14][CH2:15][CH2:16][CH2:17][CH2:18][C:19]3[N:20]=[N:21][NH:22][CH:23]=3)=[C:9]([OH:24])[C:8]2=[S:27])[CH:6]=[CH:5][CH:4]=[CH:3][CH:2]=1. Procedure details: Reaction of 159e (0.18 g, 0.532 mmol) and P4S10 (0.118 g, 0.266 mmol) under neat conditions as described for synthesis of 162b gave compound 162e (0.080 g, 42%) as a olive green semi-solid. 1H NMR (400 MHz, CDCl3) δ 8.57 (s, 1H), 7.83 (d, J=7.5 Hz, 2H), 7.76 (s, 1H), 7.41 (t, J=7.5 Hz, 2H), 7.32 (m, 2H), 6.94 (m, 1H), 6.72 (m, 1H), 4.49 (m, 2H), 4.40 (t, J=6.9 Hz, 2H), 1.97 (m, 4H), 1.36 (m, 4H). 13C NMR (100 MHz, CDCl3) δ 164.38, 162.90, 147.70, 130.54, 128.76, 128.03, 126.64, 125.61, 119.51, 1... Reactants: C(CCCC)(=O)Cl (valeryl chloride), NC1=C2C(N(C(C2=CC=C1)=O)C1(C(NC(CC1)=O)=O)C)=O (4-amino-2-(3-methyl-2,6-dioxo-piperidin-3-yl)-isoindole-1,3-dione), CO (methanol). Solvent: C1CCOC1 (THF). Reaction conditions: time 15 minute. Product: CC1(C(NC(CC1)=O)=O)N1C(C2=CC=CC(=C2C1=O)NC(CCCC)=O)=O (Pentanoic acid [2-(3-methyl-2,6-dioxo-piperidin-3-yl)-1,3-dioxo-2,3-dihydro-1H-isoindol-4-yl]-amide). Yield: 84.6%. As a reaction SMILES: [NH2:1][C:2]1[CH:10]=[CH:9][CH:8]=[C:7]2[C:3]=1[C:4](=[O:21])[N:5]([C:12]1([CH3:20])[CH2:17][CH2:16][C:15](=[O:18])[NH:14][C:13]1=[O:19])[C:6]2=[O:11].[C:22](Cl)(=[O:27])[CH2:23][CH2:24][CH2:25][CH3:26].CO>C1COCC1>[CH3:20][C:12]1([N:5]2[C:4](=[O:21])[C:3]3[C:7](=[CH:8][CH:9]=[CH:10][C:2]=3[NH:1][C:22](=[O:27])[CH2:23][CH2:24][CH2:25][CH3:26])[C:6]2=[O:11])[CH2:17][CH2:16][C:15](=[O:18])[NH:14][C:13]1=[O:19]. Procedure: To a suspension of 4-amino-2-(3-methyl-2,6-dioxo-piperidin-3-yl)-isoindole-1,3-dione (0.10 g, 0.35 mmol) in THF (15 ml) was added valeryl chloride (0.08 g, 0.70 mmol). The mixture was heated to reflux for 18 h. The reaction mixture was allowed to cool and to the solution was added methanol (2 ml). The reaction mixture was stirred for an additional 15 minutes followed by solvent evaporation in vacuo. The resulting solid was slurried in diethyl ether (20 ml) and filtered to give 0.11 g (81%) of pr... Reactants: C1(CC1)SC1=CC=C(CNC(=O)C2=CN(C(=C(C2=O)C2=CC(=CC=C2)C(F)(F)F)C)C(C)C)C=C1 (1-Isopropyl-6-methyl-4-oxo-5-(3-trifluoromethyl-phenyl)-1,4-dihydro-pyridine-3-carboxylic acid 4-cyclopropylsulfanyl-benzylamide), N#CN (cyanamide), BrN1C(CCC1=O)=O (N-bromosuccinimide), CC(C)([O-])C.[K+] (potassium tert-butoxide), S(=S)(=O)([O-])[O-].[Na+].[Na+] (sodium thiosulfate). Run in CO (methanol). Conditions: time 1 hour. The product is C1(CC1)S(=NC#N)C1=CC=C(CNC(=O)C2=CN(C(=C(C2=O)C2=CC(=CC=C2)C(F)(F)F)C)C(C)C)C=C1 (1-Isopropyl-6-methyl-4-oxo-5-(3-trifluoromethyl-phenyl)-1,4-dihydro-pyridine-3-carboxylic acid 4-(S-cyclopropyl-N-cyanosulfinimidoyl)-benzylamide). As a reaction SMILES: [CH:1]1([S:4][C:5]2[CH:35]=[CH:34][C:8]([CH2:9][NH:10][C:11]([C:13]3[C:18](=[O:19])[C:17]([C:20]4[CH:25]=[CH:24][CH:23]=[C:22]([C:26]([F:29])([F:28])[F:27])[CH:21]=4)=[C:16]([CH3:30])[N:15]([CH:31]([CH3:33])[CH3:32])[CH:14]=3)=[O:12])=[CH:7][CH:6]=2)[CH2:3][CH2:2]1.[N:36]#[C:37][NH2:38].BrN1C(=O)CCC1=O.CC(C)([O-])C.[K+].S([O-])([O-])(=O)=S.[Na+].[Na+]>CO>[CH:1]1([S:4]([C:5]2[CH:35]=[CH:34][C:8]([CH2:9][NH:10][C:11]([C:13]3[C:18](=[O:19])[C:17]([C:20]4[CH:25]=[CH:24][CH:23]=[C:22]([C:26]([F:29])([F:28])[F:27])[CH:21]=4)=[C:16]([CH3:30])[N:15]([CH:31]([CH3:32])[CH3:33])[CH:14]=3)=[O:12])=[CH:7][CH:6]=2)=[N:38][C:37]#[N:36])[CH2:2][CH2:3]1 |f:3.4,5.6.7|. Procedure: A mixture of 1-isopropyl-6-methyl-4-oxo-5-(3-trifluoromethyl-phenyl)-1,4-dihydro-pyridine-3-carboxylic acid 4-cyclopropylsulfanyl-benzylamide (preparation 63c, 75 mg, 0.15 mmol), cyanamide (8 mg, 0.19 mmol), N-bromosuccinimide (40 mg, 0.22 mmol) and potassium tert-butoxide (20 mg, 0.18 mmol) in methanol (1 mL) is stirred at room temperature for 1 h. Saturated aqueous sodium thiosulfate solution is added, and the mixture is extracted twice with dichloromethane. The organic layer is dried over Na2...